This data is from the Open Reaction Database (ORD), a public repository of structured organic reaction records. The task is: describe an organic reaction: reactants, conditions, products, and yield The reactants are C(CCCCCCC)Br (octyl bromide), C1CCC2=NCCCN2CC1 (1,8-diazabicyclo[5.4.0]-7-undecene), C(CCCCCCCC=C)OC1=CC=C(C=C1)N1CCNCC1 (1-[4-(9-decenyloxy)phenyl]piperazine), ice water, C1=CC=CC=2SC3=CC=CC=C3NC12 (phenothiazine). The solvent is CN(C=O)C (N,N-dimethylformamide). Yields the product C(CCCCCCCC=C)OC1=CC=C(C=C1)N1CCN(CC1)CCCCCCCC (1-[4-(9-decenyloxy)phenyl]-4-octylpiperazine). RXN SMILES: C1C2NC3C(=CC=CC=3)SC=2C=CC=1.[CH2:15](Br)[CH2:16][CH2:17][CH2:18][CH2:19][CH2:20][CH2:21][CH3:22].C1CCN2C(=NCCC2)CC1.[CH2:35]([O:45][C:46]1[CH:51]=[CH:50][C:49]([N:52]2[CH2:57][CH2:56][NH:55][CH2:54][CH2:53]2)=[CH:48][CH:47]=1)[CH2:36][CH2:37][CH2:38][CH2:39][CH2:40][CH2:41][CH2:42][CH:43]=[CH2:44]>CN(C)C=O>[CH2:35]([O:45][C:46]1[CH:51]=[CH:50][C:49]([N:52]2[CH2:57][CH2:56][N:55]([CH2:15][CH2:16][CH2:17][CH2:18][CH2:19][CH2:20][CH2:21][CH3:22])[CH2:54][CH2:53]2)=[CH:48][CH:47]=1)[CH2:36][CH2:37][CH2:38][CH2:39][CH2:40][CH2:41][CH2:42][CH:43]=[CH2:44]. Procedure details: A total of 0.2 g of a polymerization inhibitor (phenothiazine) was dissolved in N,N-dimethylformamide. To the resulting solution were added and dissolved 0.62 g (0.0032 mol) of octyl bromide, 2.5 g (0.016 mol) of 1,8-diazabicyclo[5.4.0]-7-undecene (DBU), and 1 g (0.0032 mol) of the above-prepared 1-[4-(9-decenyloxy)phenyl]piperazine, followed by a reaction at 60° C. in an atmosphere of nitrogen gas for 48 hours with stirring. After completion of the reaction, the solution was poured into ice wat...